Task: describe an organic reaction: reactants, conditions, products, and yield. Dataset: the Open Reaction Database (ORD), a public repository of structured organic reaction records As a reaction SMILES: [CH2:1]([N:8]([C@@H:16]([CH2:23][C:24]1[CH:29]=[CH:28][CH:27]=[CH:26][CH:25]=1)[C:17](=[O:22])[CH2:18][S:19]([CH3:21])=O)[CH2:9][C:10]1[CH:15]=[CH:14][CH:13]=[CH:12][CH:11]=1)[C:2]1[CH:7]=[CH:6][CH:5]=[CH:4][CH:3]=1.Cl.C(=O)([O-])[OH:32].[Na+]>CS(C)=O>[CH2:1]([N:8]([C@@H:16]([CH2:23][C:24]1[CH:29]=[CH:28][CH:27]=[CH:26][CH:25]=1)[C:17](=[O:22])[CH:18]([OH:32])[S:19][CH3:21])[CH2:9][C:10]1[CH:15]=[CH:14][CH:13]=[CH:12][CH:11]=1)[C:2]1[CH:7]=[CH:6][CH:5]=[CH:4][CH:3]=1 |f:2.3|. Reaction conditions: time 16 hour. Solvent: CS(=O)C (dimethylsulfoxide). Starting materials: C(O)([O-])=O.[Na+] (sodium hydrogen carbonate), C(C1=CC=CC=C1)N(CC1=CC=CC=C1)[C@H](C(CS(=O)C)=O)CC1=CC=CC=C1 ((3S)-3-(N,N-dibenzyl)amino-1-methylsulfinyl-2-oxo-4-phenylbutane), saturated aqueous solution, Cl (hydrochloric acid). Procedure: 309.6 mg (0.763 mmol) of (3S)-3-(N,N-dibenzyl)amino-1-methylsulfinyl-2-oxo-4-phenylbutane was dissolved in 6 ml of dimethylsulfoxide, and 1.5 ml of 2 N hydrochloric acid was added thereto and stirred at room temperature for 16 hours. While being cooled in an ice bath, this was neutralized with 5 ml of a saturated aqueous solution of sodium hydrogen carbonate, and then subjected to phase separation with 20 ml of ethyl acetate and 10 ml of water. The resulting aqueous layer was extracted twice wit... The product is C(C1=CC=CC=C1)N(CC1=CC=CC=C1)[C@H](C(C(SC)O)=O)CC1=CC=CC=C1 ((3S)-3-(N,N-dibenzyl)amino-1-hydroxy-1-methylthio-2-oxo-4-phenylbutane). The reactants are COc1nc2c(OCc3c(Cl)ccc(N(C)C(=O)CNC(=O)C4CCN(C5CCN(C(=O)OC(C)(C)C)C5)C4)c3Cl)cccc2n1Cc1ccccn1, ClCCl, C[Si](C)(C)OS(=O)(=O)C(F)(F)F. Yields the product COc1nc2c(OCc3c(Cl)ccc(N(C)C(=O)CNC(=O)C4CCN(C5CCNC5)C4)c3Cl)cccc2n1Cc1ccccn1. Reaction SMILES: [Cl:1][c:2]1[c:3]([N:29]([C:30]([CH2:31][NH:32][C:33](=[O:34])[CH:35]2[CH2:36][N:37]([CH:40]3[CH2:41][N:42]([C:45]([O:46][C:47]([CH3:48])([CH3:49])[CH3:50])=[O:51])[CH2:43][CH2:44]3)[CH2:38][CH2:39]2)=[O:52])[CH3:53])[cH:4][cH:5][c:6]([Cl:28])[c:7]1[CH2:8][O:9][c:10]1[cH:11][cH:12][cH:13][c:14]2[n:15]([CH2:21][c:22]3[n:23][cH:24][cH:25][cH:26][cH:27]3)[c:16]([O:19][CH3:20])[n:17][c:18]12.[Cl:66][CH2:67][Cl:68].[S:54]([O:55][Si:56]([CH3:57])([CH3:58])[CH3:59])([C:60]([F:61])([F:62])[F:63])(=[O:64])=[O:65]>>[Cl:1][c:2]1[c:3]([N:29]([C:30]([CH2:31][NH:32][C:33](=[O:34])[CH:35]2[CH2:36][N:37]([CH:40]3[CH2:41][NH:42][CH2:43][CH2:44]3)[CH2:38][CH2:39]2)=[O:52])[CH3:53])[cH:4][cH:5][c:6]([Cl:28])[c:7]1[CH2:8][O:9][c:10]1[cH:11][cH:12][cH:13][c:14]2[n:15]([CH2:21][c:22]3[n:23][cH:24][cH:25][cH:26][cH:27]3)[c:16]([O:19][CH3:20])[n:17][c:18]12.